This data is from the Open Reaction Database (ORD), a public repository of structured organic reaction records. The task is: describe an organic reaction: reactants, conditions, products, and yield The reactants are [OH-].[K+] (Potassium hydroxide), BrC1=CC(=C(C=C1)CC#N)C ((4-bromo-2-methylphenyl)acetonitrile), Cl (hydrochloric acid), C([O-])([O-])=O.[K+].[K+] (Potassium carbonate), CI (methyl iodide). The solvent is C(C)(=O)OCC (ethyl acetate), C(CO)O (ethylene glycol), CN(C=O)C (N,N-dimethylformamide). Run at temperature 130 celsius, time 1.5 hour. Product: BrC1=CC(=C(C=C1)CC(=O)OC)C (methyl (4-bromo-2-methylphenyl)acetate). Reaction SMILES: [OH-:1].[K+].[Br:3][C:4]1[CH:9]=[CH:8][C:7]([CH2:10][C:11]#N)=[C:6]([CH3:13])[CH:5]=1.Cl.[C:15](=O)([O-])[O-:16].[K+].[K+].CI>C(O)CO.CN(C)C=O.C(OCC)(=O)C>[Br:3][C:4]1[CH:9]=[CH:8][C:7]([CH2:10][C:11]([O:16][CH3:15])=[O:1])=[C:6]([CH3:13])[CH:5]=1 |f:0.1,4.5.6|. Procedure details: Potassium hydroxide (0.60 g, 11 mmol) was added to a solution of (4-bromo-2-methylphenyl)acetonitrile (1.0 g, 4.8 mmol) obtained in Example (17-1) in ethylene glycol (5 ml), and the mixture was stirred at 130° C. for 1.5 hours. After the reaction mixture was cooled to room temperature and concentrated hydrochloric acid was added to acidify the reaction mixture, the mixture was extracted with ethyl acetate. The organic layer was successively washed with water and a saturated aqueous NaCl solution...